The task is: describe an organic reaction: reactants, conditions, products, and yield. This data is from the Open Reaction Database (ORD), a public repository of structured organic reaction records. The product is FC(CCCS(=O)(=O)C[C@H]1N(CCC1)CCCCC[C@H]1[C@H]2[C@@H]3CC[C@@H]([C@@]3(C)CC[C@@H]2C=2C=CC(=CC2C1)O)O)(C(F)(F)F)F (7α-{5-[(2S)-2-(4,4,5,5,5-Pentafluoropentanesulfonylmethyl)-pyrrolidin-1-yl]-pentyl}-estra-1,3,5(10)-triene-3,17β-diol). As a reaction SMILES: [F:1][C:2]([F:42])([C:38]([F:41])([F:40])[F:39])[CH2:3][CH2:4][CH2:5][S:6][CH2:7][C@@H:8]1[CH2:12][CH2:11][CH2:10][N:9]1[CH2:13][CH2:14][CH2:15][CH2:16][CH2:17][C@@H:18]1[CH2:35][C:34]2[CH:33]=[C:32]([OH:36])[CH:31]=[CH:30][C:29]=2[C@@H:28]2[C@@H:19]1[C@H:20]1[C@@:24]([CH2:26][CH2:27]2)([CH3:25])[C@@H:23]([OH:37])[CH2:22][CH2:21]1.C(OC(=O)C)(=O)C.B1([O-])OO1.[OH2:54].[OH2:55].O.O.[Na+]>>[F:42][C:2]([F:1])([C:38]([F:39])([F:40])[F:41])[CH2:3][CH2:4][CH2:5][S:6]([CH2:7][C@@H:8]1[CH2:12][CH2:11][CH2:10][N:9]1[CH2:13][CH2:14][CH2:15][CH2:16][CH2:17][C@@H:18]1[CH2:35][C:34]2[CH:33]=[C:32]([OH:36])[CH:31]=[CH:30][C:29]=2[C@@H:28]2[C@@H:19]1[C@H:20]1[C@@:24]([CH2:26][CH2:27]2)([CH3:25])[C@@H:23]([OH:37])[CH2:22][CH2:21]1)(=[O:55])=[O:54] |f:2.3.4.5.6.7|. The reactants are FC(CCCSC[C@H]1N(CCC1)CCCCC[C@H]1[C@H]2[C@@H]3CC[C@@H]([C@@]3(C)CC[C@@H]2C=2C=CC(=CC2C1)O)O)(C(F)(F)F)F (7α-{5-[(2S)-2-(4,4,5,5,5-pentafluoropentylthiomethyl)-pyrrolidin-1-yl]-pentyl}-estra-1,3,5(10)-triene-3,17β-diol), B1(OO1)[O-].O.O.O.O.[Na+] (sodium perborate tetrahydrate), C(C)(=O)OC(C)=O (acetic anhydride), crude product. Reported procedure: Under the conditions of Example 3, 76 mg of 7α-{5-[(2S)-2-(4,4,5,5,5-pentafluoropentylthiomethyl)-pyrrolidin-1-yl]-pentyl}-estra-1,3,5(10)-triene-3,17β-diol (Example 26f) is acetylated with acetic anhydride, and the crude product is oxidized, as described in Example 4, with sodium perborate tetrahydrate, worked up and chromatographed. 31 mg of the title compound is obtained as oil. [α]D22 =30.6°(c=0.515 in methanol). Reactants: NN1CCCC1 (aminopyrrolidine), CN(C=1C2=C(N=C(N1)N[C@@H]1CNCC1)C1=C(S2)C=CC=C1)C ((S)-3-(4-dimethylamino-benzo[4,5]thieno[3,2-d]pyrimidin-2-ylamino)pyrrolidine), FC(OC1=CC=C(C=C1)CC(=O)O)(F)F (4-trifluoromethoxyphenylacetic acid), C=1C=CC2=C(C1)N=NN2O (HOBt), CCN=C=NCCCN(C)C.Cl (EDC.HCl). Solvent: CN(C)C=O (DMF), C(C)(=O)OCC (ethyl acetate). Conditions: time 1 hour. Yields the product CN(C=1C2=C(N=C(N1)N[C@@H]1CN(CC1)C(CC1=CC=C(C=C1)OC(F)(F)F)=O)C1=C(S2)C=CC=C1)C (1-((S)-3-(4-dimethylamino-benzo[4,5]thieno[3,2-d]pyrimidin-2-ylamino)pyrrolidin-1-yl)-2-(4-trifluoromethoxy-phenyl)ethanone). Isolated yield 16.0%. Reaction SMILES: NN1CCCC1.[CH3:7][N:8]([CH3:28])[C:9]1[C:10]2[S:23][C:22]3[CH:24]=[CH:25][CH:26]=[CH:27][C:21]=3[C:11]=2[N:12]=[C:13]([NH:15][C@H:16]2[CH2:20][CH2:19][NH:18][CH2:17]2)[N:14]=1.[F:29][C:30]([F:43])([F:42])[O:31][C:32]1[CH:37]=[CH:36][C:35]([CH2:38][C:39](O)=[O:40])=[CH:34][CH:33]=1.C1C=CC2N(O)N=NC=2C=1.CCN=C=NCCCN(C)C.Cl>CN(C=O)C.C(OCC)(=O)C>[CH3:7][N:8]([CH3:28])[C:9]1[C:10]2[S:23][C:22]3[CH:24]=[CH:25][CH:26]=[CH:27][C:21]=3[C:11]=2[N:12]=[C:13]([NH:15][C@H:16]2[CH2:20][CH2:19][N:18]([C:39](=[O:40])[CH2:38][C:35]3[CH:36]=[CH:37][C:32]([O:31][C:30]([F:42])([F:29])[F:43])=[CH:33][CH:34]=3)[CH2:17]2)[N:14]=1 |f:4.5|. Reported procedure: A mixture of 2,4-dichlorobenzo[4,5]thieno[3,2-d]pyrimidine (1.0 g), 50% aqueous dimethyl amine (2 mL), ethanol (10 mL), and 1,4-dioxane (10 mL) was stirred at 40° C. for 1 h. Water was added to the reaction mixture, the resulting solids were collected by filtration and washed with water to obtain 2-chloro-4-dimethylamino-benzo[4,5]thieno[3,2-d]pyrimidine (0.98 g). (2) To a mixture of 2-chloro-4-dimethylamino-benzo[4,5]thieno[3,2-d]pyrimidine (0.10 g), Pd2(dba)3 (0.035 g), Xantphos (0.066 g), (S)... Starting materials: C(C)NC1=CC(=NC(=C1)OC1=CC(=CC=C1)C(F)(F)F)C(=O)NN (4-ethylamino-6-[3-(trifluoromethyl)phenoxy] picolinic acid hydrazide), O.FC(C=O)(C(F)(F)F)F (2,2,3,3,3-pentafluoropropionaldehyde monohydrate), C1=CC=CC=C1 (benzene), Cl (hydrochloric acid). Solvent: C(C)(=O)OCC (ethyl acetate), O (water). Reaction conditions: time 8 hour. The product is FC(C=NNC(C1=NC(=CC(=C1)NCC)OC1=CC(=CC=C1)C(F)(F)F)=O)(C(F)(F)F)F (4-ethylamino-6-[3-(trifluoromethyl)phenoxy] picolinic acid, (2,2,3,3,3-pentafluoropropylidene] hydrazide). Reaction SMILES: [CH2:1]([NH:3][C:4]1[CH:9]=[C:8]([O:10][C:11]2[CH:16]=[CH:15][CH:14]=[C:13]([C:17]([F:20])([F:19])[F:18])[CH:12]=2)[N:7]=[C:6]([C:21]([NH:23][NH2:24])=[O:22])[CH:5]=1)[CH3:2].O.[F:26][C:27]([F:34])([C:30]([F:33])([F:32])[F:31])[CH:28]=O.C1C=CC=CC=1.Cl>C(OCC)(=O)C.O>[F:26][C:27]([F:34])([C:30]([F:33])([F:32])[F:31])[CH:28]=[N:24][NH:23][C:21](=[O:22])[C:6]1[CH:5]=[C:4]([NH:3][CH2:1][CH3:2])[CH:9]=[C:8]([O:10][C:11]2[CH:16]=[CH:15][CH:14]=[C:13]([C:17]([F:18])([F:19])[F:20])[CH:12]=2)[N:7]=1 |f:1.2|. Reported procedure: 4-ethylamino-6-[3-(trifluoromethyl)phenoxy] picolinic acid hydrazide (0.30 g, 0.00088 mol) was mixed with 2,2,3,3,3-pentafluoropropionaldehyde monohydrate (0.29 g, 0.00088×2.0 mol) and benzene, and further with a small amount of concentrated hydrochloric acid. The obtained mixture was refluxed and dehydrated for about 8 hours using a water separator. The obtained reaction solution was distributed in ethyl acetate-saturated sodium bicarbonate water, and the organic phase separated from the soluti... Starting materials: O=CC(=O)O, COc1ccc(B(O)O)cc1OC, CC#N, Cc1ccc(C(N)=O)cc1N, CN(C)C=O, O. The product is COc1ccc(C(Nc2cc(C(N)=O)ccc2C)C(=O)O)cc1OC. As a reaction SMILES: [C:26]([CH:27]=[O:28])(=[O:29])[OH:30].[CH3:12][O:13][c:14]1[cH:15][c:16]([B:22]([OH:23])[OH:24])[cH:17][cH:18][c:19]1[O:20][CH3:21].[CH3:31][C:32]#[N:33].[NH2:1][c:2]1[cH:3][c:4]([C:5](=[O:6])[NH2:7])[cH:8][cH:9][c:10]1[CH3:11].[O:34]=[CH:35][N:36]([CH3:37])[CH3:38].[OH2:25]>>[NH:1]([c:2]1[cH:3][c:4]([C:5](=[O:6])[NH2:7])[cH:8][cH:9][c:10]1[CH3:11])[CH:27]([c:16]1[cH:15][c:14]([O:13][CH3:12])[c:19]([O:20][CH3:21])[cH:18][cH:17]1)[C:26](=[O:29])[OH:30]. Starting materials: resultant solution, NC1=C(C=CC=C1)C=1NC2=CC=CC=C2C1 (2-(2-aminophenyl)indole), C(=O)O (formic acid), C1(CCCCC1)N=C=NC1CCCCC1 (dicyclohexyl carbodiimide). Run in C1CCOC1 (THF). Yields the product N1C(=CC2=CC=CC=C12)C1=C(C=CC=C1)NC=O (N-[2-(1H-Indol-2-yl)phenyl]formamide). RXN SMILES: [NH2:1][C:2]1[CH:7]=[CH:6][CH:5]=[CH:4][C:3]=1[C:8]1[NH:9][C:10]2[C:15]([CH:16]=1)=[CH:14][CH:13]=[CH:12][CH:11]=2.[CH:17](O)=[O:18].C1(N=C=NC2CCCCC2)CCCCC1>C1COCC1>[NH:9]1[C:10]2[C:15](=[CH:14][CH:13]=[CH:12][CH:11]=2)[CH:16]=[C:8]1[C:3]1[CH:4]=[CH:5][CH:6]=[CH:7][C:2]=1[NH:1][CH:17]=[O:18]. Procedure details: To a solution prepared from 20 g of 2-(2-aminophenyl)indole, 12.7 ml of formic acid and 500 ml of THF was added 26 g of dicyclohexyl carbodiimide at room temperature under N2. The resultant solution was stirred overnight at room temperature. The mixture was then filtered and the filtrate washed with aqueous NaHCO3 (2x), H2O and saturated NaCl solution and dried (MgSO4). Concentration gave a red oil which was purified by HPLC, using 1% EtOAc/CH2Cl2 as an eluent, to afford 11.45 g of solid, m.p. 1... The reactants are Cc1cn2ccnc(OCc3ccccc3)c2n1, CCCCON=O, C1COCCO1. Product: Cc1nc2c(OCc3ccccc3)nccn2c1N=O. Reaction SMILES: [CH3:1][c:2]1[n:3][c:4]2[n:5]([cH:6][cH:7][n:8][c:9]2[O:10][CH2:11][c:12]2[cH:13][cH:14][cH:15][cH:16][cH:17]2)[cH:18]1.[N:19](=[O:20])[O:21][CH2:22][CH2:23][CH2:24][CH3:25].[O:26]1[CH2:27][CH2:28][O:29][CH2:30][CH2:31]1>>[CH3:1][c:2]1[n:3][c:4]2[n:5]([cH:6][cH:7][n:8][c:9]2[O:10][CH2:11][c:12]2[cH:13][cH:14][cH:15][cH:16][cH:17]2)[c:18]1[N:19]=[O:20].